From a dataset of the Open Reaction Database (ORD), a public repository of structured organic reaction records. describe an organic reaction: reactants, conditions, products, and yield The reactants are [BH4-], Cl, [Na+], [Na+], CC(=O)Cc1c2c(cc3c(=O)cc(C(=O)O)oc13)CCCC2, [OH-]. The product is CC(O)Cc1c2c(cc3c(=O)cc(C(=O)O)oc13)CCCC2. Reaction SMILES: [BH4-:1].[ClH:25].[Na+:27].[Na+:2].[O:3]=[c:4]1[c:5]2[c:6]([o:7][c:8]([C:10](=[O:11])[OH:12])[cH:9]1)[c:13]([CH2:21][C:22]([CH3:23])=[O:24])[c:14]1[c:19]([cH:20]2)[CH2:18][CH2:17][CH2:16][CH2:15]1.[OH-:26]>>[O:3]=[c:4]1[c:5]2[c:6]([o:7][c:8]([C:10](=[O:11])[OH:12])[cH:9]1)[c:13]([CH2:21][CH:22]([CH3:23])[OH:24])[c:14]1[c:19]([cH:20]2)[CH2:18][CH2:17][CH2:16][CH2:15]1. Starting materials: CC(C)(C)[Si](C)(C)Cl, ClCCl, OC1CCC(COc2ccc(F)cc2)O1, c1c[nH]cn1. The product is CC(C)(C)[Si](C)(C)OC1CCC(COc2ccc(F)cc2)O1. As a reaction SMILES: [C:21]([CH3:22])([CH3:23])([CH3:24])[Si:25]([CH3:26])([CH3:27])[Cl:28].[Cl:29][CH2:30][Cl:31].[F:1][c:2]1[cH:3][cH:4][c:5]([O:6][CH2:7][CH:8]2[O:9][CH:10]([OH:13])[CH2:11][CH2:12]2)[cH:14][cH:15]1.[nH:16]1[cH:17][cH:18][n:19][cH:20]1>>[F:1][c:2]1[cH:3][cH:4][c:5]([O:6][CH2:7][CH:8]2[O:9][CH:10]([O:13][Si:25]([C:21]([CH3:22])([CH3:23])[CH3:24])([CH3:26])[CH3:27])[CH2:11][CH2:12]2)[cH:14][cH:15]1. The product is N1=CC=CC=2CCCC(C12)CCCNC=1NC=C(C(N1)=O)CC=1C=NC(=CC1)C (2-[3-(5,6,7,8-Tetrahydroquinol-8-yl)propylamino]-5-(6-methylpyrid-3-ylmethyl)-4(1H)-pyrimidone). The yield is 26.4%. The reactants are N1=CC=CC=2CCCC(C12)CCCN (3-(5,6,7,8-tetrahydroquinol-8-yl)-propylamine), [N+](=O)([O-])NC=1NC=C(C(N1)=O)CC=1C=NC(=CC1)C (2-nitroamino-5-(6-methylpyrid-3-ylmethyl)-4(1H)-pyrimidone). Run in N1=CC=CC=C1 (pyridine). Procedure details: A solution of 3-(5,6,7,8-tetrahydroquinol-8-yl)-propylamine (0.75 g, 0.0038 mole) and 2-nitroamino-5-(6-methylpyrid-3-ylmethyl)-4(1H)-pyrimidone (0.99 g, 0.0037 mole) in pyridine (1 ml) was refluxed for 8 hr and evaporated to dryness. The residue was chromatographed on silica in 10% MeOH/CHCl3 then dissolved in hot CHCl3, filtered, and the product precipitated with petroleum ether 40°-60° C. to give the title compound (0.38 g), m.p. 75°-80° C. RXN SMILES: [N:1]1[C:10]2[CH:9]([CH2:11][CH2:12][CH2:13][NH2:14])[CH2:8][CH2:7][CH2:6][C:5]=2[CH:4]=[CH:3][CH:2]=1.[N+](N[C:19]1[NH:20][CH:21]=[C:22]([CH2:26][C:27]2[CH:28]=[N:29][C:30]([CH3:33])=[CH:31][CH:32]=2)[C:23](=[O:25])[N:24]=1)([O-])=O>N1C=CC=CC=1>[N:1]1[C:10]2[CH:9]([CH2:11][CH2:12][CH2:13][NH:14][C:19]3[NH:20][CH:21]=[C:22]([CH2:26][C:27]4[CH:28]=[N:29][C:30]([CH3:33])=[CH:31][CH:32]=4)[C:23](=[O:25])[N:24]=3)[CH2:8][CH2:7][CH2:6][C:5]=2[CH:4]=[CH:3][CH:2]=1.